From a dataset of the Open Reaction Database (ORD), a public repository of structured organic reaction records. describe an organic reaction: reactants, conditions, products, and yield Reactants: O (water), C(N)(=O)C=1C=NC2=C(C=C(C=C2C1NC1=CC(=CC=C1)OC)S(=O)(=O)C=1C=C(C(=O)N2CCN(CC2)CCOS(=O)(=O)C)C=CC1)C (Methanesulfonic acid 2-[4-[3-[3-carbamoyl-4-(3-methoxyphenylamino)-8-methylquinoline-6-sulfonyl]benzoyl]piperazin-1-yl]ethyl ester), NC[C@H](O[Si](C)(C)C(C)(C)C)C1=C2C=CC(NC2=C(C=C1)O)=O ((R)-5-[2-Amino-1-[(tert-butyldimethylsily]oxy]ethyl]-8-hydroxyquinolin-2(1H)-one), CCN(C(C)C)C(C)C (DIEA). Run in CS(=O)C (DMSO). Reaction conditions: time 1 hour. Yields the product [Si](C)(C)(C(C)(C)C)OC(CNCCN1CCN(CC1)C(=O)C=1C=C(C=CC1)S(=O)(=O)C=1C=C2C(=C(C=NC2=C(C1)C)C(=O)N)NC1=CC(=CC=C1)OC)C1=C2C=CC(NC2=C(C=C1)O)=O (6-[3-[4-[2-[2-(tert-Butyldimethylsilanyloxy)-2-(8-hydroxy-2-oxo-1,2-dihydroquinolin-5-yl)ethylamino]ethyl]piperazine-1-carbonyl]benzenesulfonyl]-4-(3-methoxy-phenylamino)-8-methylquinoline-3-carboxamide). As a reaction SMILES: [C:1]([C:4]1[CH:5]=[N:6][C:7]2[C:12]([C:13]=1[NH:14][C:15]1[CH:20]=[CH:19][CH:18]=[C:17]([O:21][CH3:22])[CH:16]=1)=[CH:11][C:10]([S:23]([C:26]1[CH:27]=[C:28]([CH:44]=[CH:45][CH:46]=1)[C:29]([N:31]1[CH2:36][CH2:35][N:34]([CH2:37][CH2:38]OS(C)(=O)=O)[CH2:33][CH2:32]1)=[O:30])(=[O:25])=[O:24])=[CH:9][C:8]=2[CH3:47])(=[O:3])[NH2:2].[NH2:48][CH2:49][C@@H:50]([C:59]1[CH:68]=[CH:67][C:66]([OH:69])=[C:65]2[C:60]=1[CH:61]=[CH:62][C:63](=[O:70])[NH:64]2)[O:51][Si:52]([C:55]([CH3:58])([CH3:57])[CH3:56])([CH3:54])[CH3:53].CCN(C(C)C)C(C)C.O>CS(C)=O>[Si:52]([O:51][CH:50]([C:59]1[CH:68]=[CH:67][C:66]([OH:69])=[C:65]2[C:60]=1[CH:61]=[CH:62][C:63](=[O:70])[NH:64]2)[CH2:49][NH:48][CH2:38][CH2:37][N:34]1[CH2:35][CH2:36][N:31]([C:29]([C:28]2[CH:27]=[C:26]([S:23]([C:10]3[CH:11]=[C:12]4[C:7](=[C:8]([CH3:47])[CH:9]=3)[N:6]=[CH:5][C:4]([C:1]([NH2:2])=[O:3])=[C:13]4[NH:14][C:15]3[CH:20]=[CH:19][CH:18]=[C:17]([O:21][CH3:22])[CH:16]=3)(=[O:25])=[O:24])[CH:46]=[CH:45][CH:44]=2)=[O:30])[CH2:32][CH2:33]1)([C:55]([CH3:58])([CH3:57])[CH3:56])([CH3:54])[CH3:53]. Procedure: To a solution of Intermediate 138 (360 mg, 0.53 mmol) and Intermediate 2 (209 mg, 0.53 mmol) in 3 mL DMSO, DIEA (276 μL, 1.59 mmol) was added at 50° C. The reaction mixture was stirred for 1 h and water was added. The solid was collected by filtration and purified with prep HPLC to give the title compound. ES/MS calcd. for C48H58N7O8Ssi+ 920.4. Found m/z=920.3 (M+H)+.